Dataset: the Open Reaction Database (ORD), a public repository of structured organic reaction records. Task: describe an organic reaction: reactants, conditions, products, and yield The reactants are C1(\C=C/C(=O)O1)=O (Maleic anhydride), C(CCC)P(CCCC)CCCC (tri-n-butylphosphine). Run in CC(=O)C (acetone), CC(=O)C (acetone). Run at time 1 hour. Yields the product C(CCC)P(=C1C(OC(C1)=O)=O)(CCCC)CCCC (3-Tri-n-Butylphosphoranylidene Dihydro-2,5-furandione). The yield is 49.9%. RXN SMILES: [C:1]1(=[O:7])[O:6][C:4](=[O:5])[CH:3]=[CH:2]1.[CH2:8]([P:12]([CH2:17][CH2:18][CH2:19][CH3:20])[CH2:13][CH2:14][CH2:15][CH3:16])[CH2:9][CH2:10][CH3:11]>CC(C)=O>[CH2:17]([P:12]([CH2:8][CH2:9][CH2:10][CH3:11])([CH2:13][CH2:14][CH2:15][CH3:16])=[C:2]1[CH2:3][C:4](=[O:5])[O:6][C:1]1=[O:7])[CH2:18][CH2:19][CH3:20]. Reported procedure: Maleic anhydride (9.81 g; 0.1 mole) in 25 ml acetone and tri-n-butylphosphine (20.23 g; 0.1 mole) in acetone were blended at 0°-5° C. under a blanket of dry nitrogen. The resulting red solution was stirred for 1 hour at room temperature and then placed under vacuum to remove the bulk of the acetone solvent. The resulting red viscous liquid gave 15 g of yellow-brown crystalline product. This solid was separated by filtration and washed with cold acetone giving a yellow crystalline product which m... Reactants: CN(C)CCN1CCCc2ccccc21, [Na+], [OH-], O, O=[N+]([O-])O, O=S(=O)(O)O. Yields the product CN(C)CCN1CCCc2ccc([N+](=O)[O-])cc21. As a reaction SMILES: [N:1]1([CH2:11][CH2:12][N:13]([CH3:14])[CH3:15])[CH2:2][CH2:3][CH2:4][c:5]2[cH:6][cH:7][cH:8][cH:9][c:10]21.[Na+:26].[OH-:25].[OH2:27].[OH:21][N+:22]([O-:23])=[O:24].[S:16](=[O:17])(=[O:18])([OH:19])[OH:20]>>[N:1]1([CH2:11][CH2:12][N:13]([CH3:14])[CH3:15])[CH2:2][CH2:3][CH2:4][c:5]2[cH:6][cH:7][c:8]([N+:22](=[O:21])[O-:23])[cH:9][c:10]21. Starting materials: OCCN1CCN(CC1)C(=O)OC(C)(C)C (tert-butyl 4-(2-hydroxyethyl)piperazine-1-carboxylate), C1(CCC(=O)O1)=O (succinic anhydride). The reagents and catalysts are CN(C1=CC=NC=C1)C (4-dimethylaminopyridine). Solvent: C(Cl)(Cl)Cl (CHCl3). Run at time 18 hour. Yields the product C(C)(C)(C)OC(=O)N1CCN(CC1)CCOC(CCC(=O)O)=O (1-(t-Butyloxycarbonyl)-4-(2-(4-hydroxy-4-oxo-butanoyloxy)ethyl)piperazine). RXN SMILES: [OH:1][CH2:2][CH2:3][N:4]1[CH2:9][CH2:8][N:7]([C:10]([O:12][C:13]([CH3:16])([CH3:15])[CH3:14])=[O:11])[CH2:6][CH2:5]1.[C:17]1(=[O:23])[O:22][C:20](=[O:21])[CH2:19][CH2:18]1>CN(C)C1C=CN=CC=1.C(Cl)(Cl)Cl>[C:13]([O:12][C:10]([N:7]1[CH2:8][CH2:9][N:4]([CH2:3][CH2:2][O:1][C:17](=[O:23])[CH2:18][CH2:19][C:20]([OH:22])=[O:21])[CH2:5][CH2:6]1)=[O:11])([CH3:16])([CH3:15])[CH3:14]. Procedure: Compound 57 (5.3 g, 23.0 mmol), succinic anhydride (2.30 g, 23.0 mmol) and 4-dimethylaminopyridine (281 mg, 2.30 mmol) were dissolved in CHCl3 (14 mL) and stirred for 18 h. The solution was concentrated in vacuo and used without further purification. 1H NMR (400 MHz, CDCl3) δ 1.42 (s, 9H), 2.54-2.60 (m, 8H), 2.72 (t, J=5.6, 2H), 3.43-3.46 (m, 4H), 4.23 (t, J=5.5, 2H). The reactants are C(C)OC(CN1C=CC2=C(C=CC=C12)O[Si](C)(C)C(C)(C)C)=O ([4-(tert-butyl-dimethyl-silanyloxy)-indol-1-yl]-acetic acid ethyl ester), [F-].C(CCC)[N+](CCCC)(CCCC)CCCC (tetrabutylammonium fluoride). Run in C1CCOC1 (THF). Yields the product C(C)OC(CN1C=CC2=C(C=CC=C12)O)=O ((4-Hydroxy-indol-1-yl)-acetic acid ethyl ester). RXN SMILES: [CH2:1]([O:3][C:4](=[O:23])[CH2:5][N:6]1[C:14]2[C:9](=[C:10]([O:15][Si](C(C)(C)C)(C)C)[CH:11]=[CH:12][CH:13]=2)[CH:8]=[CH:7]1)[CH3:2].[F-].C([N+](CCCC)(CCCC)CCCC)CCC>C1COCC1>[CH2:1]([O:3][C:4](=[O:23])[CH2:5][N:6]1[C:14]2[C:9](=[C:10]([OH:15])[CH:11]=[CH:12][CH:13]=2)[CH:8]=[CH:7]1)[CH3:2] |f:1.2|. Procedure: In analogy to the procedure described in example 1 c], [4-(tert-butyl-dimethyl-silanyloxy)-indol-1-yl]-acetic acid ethyl ester was treated with tetrabutylammonium fluoride in THF to give the title compound as colorless crystals. Starting materials: N1C=C(C=2C1=CN=CC2)C=O (1H-pyrrolo[2,3-c]pyridine-3-carboxaldehyde), C1(=CC=CC=C1)[Mg]Cl (phenylmagnesium chloride). Solvent: C1CCOC1 (THF). Run at temperature -40 celsius. The product is C1(=CC=CC=C1)C(O)C1=CNC2=CN=CC=C21 (phenyl(1H-pyrrolo[2,3-c]pyridin-3-yl)methanol). Isolated yield 43.0%. Reaction SMILES: [NH:1]1[C:5]2=[CH:6][N:7]=[CH:8][CH:9]=[C:4]2[C:3]([CH:10]=[O:11])=[CH:2]1.[C:12]1([Mg]Cl)[CH:17]=[CH:16][CH:15]=[CH:14][CH:13]=1>C1COCC1>[C:12]1([CH:10]([C:3]2[C:4]3[C:5](=[CH:6][N:7]=[CH:8][CH:9]=3)[NH:1][CH:2]=2)[OH:11])[CH:17]=[CH:16][CH:15]=[CH:14][CH:13]=1. Reported procedure: A mixture of 1H-pyrrolo[2,3-c]pyridine-3-carboxaldehyde (100 mg, 0.68 mmol) and THF (6.8 mL) was cooled to −40° C. and phenylmagnesium chloride (0.68 mL, 1.36 mmol) was added. The reaction mixture was warmed to room temperature and refluxed for 1 h. The reaction mixture was cooled to room temperature and quenched with saturated NH4Cl and then water was added. The aqueous layer was extracted with EtOAc (1×), dried (MgSO4) and filtered, and the solvent was removed. The crude material was purified ... Starting materials: NC=1C=CC(=C(C1)NS(=O)(=O)C)C(=O)N1CCN(CC1)C1=C(C=C(C=C1)C)C (N-{5-amino-2-[4-(2,4-dimethylphenyl)piperazine-1-carbonyl]phenyl}methanesulfonamide), ClCCCS(=O)(=O)Cl (3-chloropropane-1-sulfonyl chloride). The product is CC1=C(C=CC(=C1)C)N1CCN(CC1)C(=O)C1=C(C=C(C=C1)N1S(CCC1)(=O)=O)NS(=O)(=O)C (N-{2-[4-(2,4-dimethylphenyl)piperazine-1-carbonyl]-5-(1,1-dioxo-1λ6-isothiazolidin-2-yl)phenyl}methanesulfonamide). As a reaction SMILES: [NH2:1][C:2]1[CH:3]=[CH:4][C:5]([C:13]([N:15]2[CH2:20][CH2:19][N:18]([C:21]3[CH:26]=[CH:25][C:24]([CH3:27])=[CH:23][C:22]=3[CH3:28])[CH2:17][CH2:16]2)=[O:14])=[C:6]([NH:8][S:9]([CH3:12])(=[O:11])=[O:10])[CH:7]=1.Cl[CH2:30][CH2:31][CH2:32][S:33](Cl)(=[O:35])=[O:34]>>[CH3:28][C:22]1[CH:23]=[C:24]([CH3:27])[CH:25]=[CH:26][C:21]=1[N:18]1[CH2:17][CH2:16][N:15]([C:13]([C:5]2[CH:4]=[CH:3][C:2]([N:1]3[CH2:30][CH2:31][CH2:32][S:33]3(=[O:35])=[O:34])=[CH:7][C:6]=2[NH:8][S:9]([CH3:12])(=[O:11])=[O:10])=[O:14])[CH2:20][CH2:19]1. Procedure details: Using N-{5-amino-2-[4-(2,4-dimethylphenyl)piperazine-1-carbonyl]phenyl}methanesulfonamide (588 mg) described in Preparation Example 153 and 3-chloropropane-1-sulfonyl chloride (0.23 mL) and by the reaction and treatment in the same manner as in Example 78, the title compound (94 mg) was obtained. Reactants: Fc1nc(F)c(Cl)c(F)c1Cl, Nc1c(F)c(F)nc(F)c1Cl. Yields the product Nc1c(Cl)c(F)nc(F)c1Cl. Reaction SMILES: [Cl:1][c:2]1[c:3]([F:11])[n:4][c:5]([F:10])[c:6]([Cl:9])[c:7]1[F:8].[NH2:12][c:13]1[c:14]([F:15])[c:16]([F:17])[n:18][c:19]([F:20])[c:21]1[Cl:22]>>[Cl:1][c:2]1[c:3]([F:11])[n:4][c:5]([F:10])[c:6]([Cl:9])[c:7]1[NH2:12].